Dataset: the Open Reaction Database (ORD), a public repository of structured organic reaction records. Task: describe an organic reaction: reactants, conditions, products, and yield Reactants: C1=C(C=CC=2OC3=C(C21)CCCCC3)N (7,8,9,10-tetrahydro-6H-benzo[b]-cyclohepta[d]furan-2-ylamine), C(CCCC)(=O)Cl (valeryl chloride), N1=CC=CC=C1 (pyridine). The solvent is C(C)#N (acetonitrile). Product: C1=C(C=CC=2OC3=C(C21)CCCCC3)NC(CCCC)=O (N-(7,8,9,10-tetrahydro-6H-benzo[b]cyclohepta[d]furan-2-yl)pentanamide). Yield: 49.6%. Reaction SMILES: [CH:1]1[C:9]2[C:8]3[CH2:10][CH2:11][CH2:12][CH2:13][CH2:14][C:7]=3[O:6][C:5]=2[CH:4]=[CH:3][C:2]=1[NH2:15].[C:16](Cl)(=[O:21])[CH2:17][CH2:18][CH2:19][CH3:20].N1C=CC=CC=1>C(#N)C>[CH:1]1[C:9]2[C:8]3[CH2:10][CH2:11][CH2:12][CH2:13][CH2:14][C:7]=3[O:6][C:5]=2[CH:4]=[CH:3][C:2]=1[NH:15][C:16](=[O:21])[CH2:17][CH2:18][CH2:19][CH3:20]. Procedure details: Following the procedure of Example 1, 7,8,9,10-tetrahydro-6H-benzo[b]-cyclohepta[d]furan-2-ylamine (0.25 g, 1.2 mmol), valeryl chloride (0.16 mL, 1.4 mmol), and pyridine (0.30 mL, 3.7 mmol) in acetonitrile (15 mL) provided N-(7,8,9,10-tetrahydro-6H-benzo[b]cyclohepta[d]furan-2-yl)pentanamide (0.17 g). MS (ESI) m/z 286([M+H]+).